describe an organic reaction: reactants, conditions, products, and yield From a dataset of the Open Reaction Database (ORD), a public repository of structured organic reaction records. Reactants: [BH4-], CC(C)(C)c1cc(CC=O)cc(C(C)(C)C)c1, CCO, [Na+], O. The product is CC(C)(C)c1cc(CCO)cc(C(C)(C)C)c1. As a reaction SMILES: [BH4-:18].[CH3:1][C:2]([CH3:3])([CH3:4])[c:5]1[cH:6][c:7]([CH2:15][CH:16]=[O:17])[cH:8][c:9]([C:11]([CH3:12])([CH3:13])[CH3:14])[cH:10]1.[CH3:20][CH2:21][OH:22].[Na+:19].[OH2:23]>>[CH3:1][C:2]([CH3:3])([CH3:4])[c:5]1[cH:6][c:7]([CH2:15][CH2:16][OH:17])[cH:8][c:9]([C:11]([CH3:12])([CH3:13])[CH3:14])[cH:10]1. The reactants are C(=O)(OC(C)(C)C)N1[C@@H](CC1)COC=1C=NC=C(C1)CNC(=O)OC (3-(l-BOC-2-(S)-azetidinylmethoxy)-5-(N-methoxycarbonylamino)methylpyridine), CO (MeOH), CI NH3, C1(=C(C(=C(C(=C1F)F)F)N)F)N.Cl.Cl (dihydrochloride), Cl.CCOCC (HCl Et2O). The solvent is CCOCC (Et2O). Product: Cl.Cl.N1[C@@H](CC1)COC=1C=NC=C(C1)CNC(=O)OC (3-(2-(S)-Azetidinylmethoxy)-5-(N-methoxycarbonylamino)methylpyridine dihydrochloride). Yield: 99.0%. As a reaction SMILES: C([N:8]1[CH2:11][CH2:10][C@H:9]1[CH2:12][O:13][C:14]1[CH:15]=[N:16][CH:17]=[C:18]([CH2:20][NH:21][C:22]([O:24][CH3:25])=[O:23])[CH:19]=1)(OC(C)(C)C)=O.C1(N)C(F)=C(F)C(F)=C(N)C=1F.[ClH:38].Cl.Cl.CCOCC.CO>CCOCC>[ClH:38].[ClH:38].[NH:8]1[CH2:11][CH2:10][C@H:9]1[CH2:12][O:13][C:14]1[CH:15]=[N:16][CH:17]=[C:18]([CH2:20][NH:21][C:22]([O:24][CH3:25])=[O:23])[CH:19]=1 |f:1.2.3,4.5,8.9.10|. Procedure details: The product of step 159a (0.23 g, 0.70 mmol) was deprotected and isolated as the free base in 99% yield according to the procedure of Example 20b, followed by conversion to the dihydrochloride with excess HCl/Et2O. [α]D23 +12.46 (c 0.1, MeOH); 1H NMR (D2O, 300 MHz) δ2.65-2.75 (m, 2H), 3.66 (s, 3H), 4.08-4.19 (m, 2H), 4.43 (s, 2H), 4.53-4.69 (m, 2H), 4.90 (m, 1H), 8.22 (s, 1H), 8.44 (s, 1H), 8.63 (d, J=3.0 Hz, 1H); MS (CI/NH3) m/z 252 (M+H)+. Anal. Calcd for C12H17N3O·2.5 HCl·1.5 H2O·0.4 Et2O: C,...